Task: describe an organic reaction: reactants, conditions, products, and yield. Dataset: the Open Reaction Database (ORD), a public repository of structured organic reaction records Reactants: CCN(CC)CCOc1ccc(N)cc1[N+](=O)[O-], CO, O=C(O)C#Cc1ccc(C(F)(F)F)cc1Cl, ClCCl. Yields the product CCN(CC)CCOc1ccc(NC(=O)C#Cc2ccc(C(F)(F)F)cc2Cl)cc1[N+](=O)[O-]. As a reaction SMILES: [CH2:17]([CH3:18])[N:19]([CH2:20][CH2:21][O:22][c:23]1[c:24]([N+:30](=[O:31])[O-:32])[cH:25][c:26]([NH2:29])[cH:27][cH:28]1)[CH2:33][CH3:34].[CH3:35][OH:36].[Cl:1][c:2]1[c:3]([C:12]#[C:13][C:14](=[O:15])[OH:16])[cH:4][cH:5][c:6]([C:8]([F:9])([F:10])[F:11])[cH:7]1.[Cl:37][CH2:38][Cl:39]>>[Cl:1][c:2]1[c:3]([C:12]#[C:13][C:14](=[O:16])[NH:29][c:26]2[cH:25][c:24]([N+:30](=[O:31])[O-:32])[c:23]([O:22][CH2:21][CH2:20][N:19]([CH2:17][CH3:18])[CH2:33][CH3:34])[cH:28][cH:27]2)[cH:4][cH:5][c:6]([C:8]([F:9])([F:10])[F:11])[cH:7]1. Reactants: OC1=CC=C2C=NNC2=C1N (6-hydroxy-7-aminoindazole), C(OCC)([O-])[O-] (ethyl orthoformate). Product: N1N=CC=2C=CC3=C(N=CO3)C21 (1H-pyrazolo[3,4-e]benzoxazole). RXN SMILES: [OH:1][C:2]1[C:10]([NH2:11])=[C:9]2[C:5]([CH:6]=[N:7][NH:8]2)=[CH:4][CH:3]=1.[CH:12]([O-])([O-])OCC>>[NH:8]1[C:9]2[C:10]3[N:11]=[CH:12][O:1][C:2]=3[CH:3]=[CH:4][C:5]=2[CH:6]=[N:7]1. Procedure: A 0.40 g of 6-hydroxy-7-aminoindazole was mixed with 10 ml of ethyl orthoformate and heated under reflux for 2 hours. After cooling of the reaction solution, the solvent was evaporated under a reduced pressure and the residue was purified by a silica gel column chromatography to give 0.31 g of 1H-pyrazolo[3,4-e]benzoxazole. Reactants: C(=O)(OC(C)(C)C)N[C@@H](CSC(C1=CC=CC=C1)(C1=CC=CC=C1)C1=CC=CC=C1)C=O (N-Boc-S-trityl-(L)-cysteinal), C(#N)[BH3-].[Na+] (sodium cyanoborohydride), Cl.COC([C@@H](NC(C1=C(C=C(C=C1)N)C1=CC=CC=C1)=O)CCSC)=O (4-amino-2-phenylbenzoyl-(S)-methionine methyl ester hydrochloride). Solvent: CO (methanol). Run at time 12 hour. The product is COC([C@@H](NC(C1=C(C=C(C=C1)NC[C@H](CSC(C1=CC=CC=C1)(C1=CC=CC=C1)C1=CC=CC=C1)NC(=O)OC(C)(C)C)C1=CC=CC=C1)=O)CCSC)=O (4-[2(R)-tert-butoxycarbonylamino-3-triphenylmethylthiopropyl]amino-2-phenylbenzoyl-(S)-methionine methyl ester). Isolated yield 67.0%. As a reaction SMILES: Cl.[CH3:2][O:3][C:4](=[O:26])[C@H:5]([CH2:22][CH2:23][S:24][CH3:25])[NH:6][C:7](=[O:21])[C:8]1[CH:13]=[CH:12][C:11]([NH2:14])=[CH:10][C:9]=1[C:15]1[CH:20]=[CH:19][CH:18]=[CH:17][CH:16]=1.[C:27]([NH:34][C@H:35]([CH:57]=O)[CH2:36][S:37][C:38]([C:51]1[CH:56]=[CH:55][CH:54]=[CH:53][CH:52]=1)([C:45]1[CH:50]=[CH:49][CH:48]=[CH:47][CH:46]=1)[C:39]1[CH:44]=[CH:43][CH:42]=[CH:41][CH:40]=1)([O:29][C:30]([CH3:33])([CH3:32])[CH3:31])=[O:28].C([BH3-])#N.[Na+]>CO>[CH3:2][O:3][C:4](=[O:26])[C@H:5]([CH2:22][CH2:23][S:24][CH3:25])[NH:6][C:7](=[O:21])[C:8]1[CH:13]=[CH:12][C:11]([NH:14][CH2:57][C@@H:35]([NH:34][C:27]([O:29][C:30]([CH3:31])([CH3:33])[CH3:32])=[O:28])[CH2:36][S:37][C:38]([C:39]2[CH:44]=[CH:43][CH:42]=[CH:41][CH:40]=2)([C:51]2[CH:52]=[CH:53][CH:54]=[CH:55][CH:56]=2)[C:45]2[CH:46]=[CH:47][CH:48]=[CH:49][CH:50]=2)=[CH:10][C:9]=1[C:15]1[CH:16]=[CH:17][CH:18]=[CH:19][CH:20]=1 |f:0.1,3.4|. Procedure details: To a mixture of 4-amino-2-phenylbenzoyl-(S)-methionine methyl ester hydrochloride (1.27 g, 3.22 mmol) in 20 mL of methanol was added N-Boc-S-trityl-(L)-cysteinal (1.0 eq, according to 1H NMR determination of aldehyde percentage) and sodium cyanoborohydride (400 mg, 2.0 eq). The mixture was stirred for 12 hr. After the evaporation of solvents, the residue was extracted with ethyl acetate and concentrated sodium bicarbonate. After removing solvents, the residue was purified through flash column ch... Run at time 2.5 hour. Procedure details: To a solution of (1-furan-2-yl-cyclopropyl)-carbamic acid tert-butyl ester (4.30 g, 19.3 mmol) in anhydrous DMF (77 mL) at room temperature was added N-iodosuccinimide (4.77 g, 21.2 mmol) as a solid in one portion. The reaction was stirred for 2.5 h over which time a deep red color developed. The reaction was diluted with sat. aq. Na2S2O3 (75 mL), water (75 mL), and diethyl ether (100 mL). The layers were separated and the aqueous layer was extracted with diethyl ether (2×100 mL). The combined o... Isolated yield 72.7%. Reactants: C(C)(C)(C)OC(NC1(CC1)C=1OC=CC1)=O ((1-furan-2-yl-cyclopropyl)-carbamic acid tert-butyl ester), IN1C(CCC1=O)=O (N-iodosuccinimide). The product is C(C)(C)(C)OC(NC1(CC1)C=1OC(=CC1)I)=O ([1-(5-iodo-furan-2-yl)-cyclopropyl]-carbamic acid tert-butyl ester). RXN SMILES: [C:1]([O:5][C:6](=[O:16])[NH:7][C:8]1([C:11]2[O:12][CH:13]=[CH:14][CH:15]=2)[CH2:10][CH2:9]1)([CH3:4])([CH3:3])[CH3:2].[I:17]N1C(=O)CCC1=O>CN(C=O)C.[O-]S([O-])(=S)=O.[Na+].[Na+].O.C(OCC)C>[C:1]([O:5][C:6](=[O:16])[NH:7][C:8]1([C:11]2[O:12][C:13]([I:17])=[CH:14][CH:15]=2)[CH2:9][CH2:10]1)([CH3:4])([CH3:2])[CH3:3] |f:3.4.5|. The solvent is [O-]S(=O)(=S)[O-].[Na+].[Na+] (Na2S2O3), O (water), C(C)OCC (diethyl ether), CN(C)C=O (DMF). The reactants are O=C1C(N=C(C2=C(N1C1=NC=CC=C1)C=CC=C2)C2=CC=CC=C2)NC(OCC2=CC=CC=C2)=O (Benzyl 2-oxo-5-phenyl-1-(pyridin-2-yl)-2,3-dihydro-1H-benzo[e][1,4]diazepin-3-ylcarbamate), ClC=1C=CC(=NC1)I (5-chloro-2-iodopyridine). Product: NC1N=C(C2=C(N(C1=O)C1=NC=C(C=C1)Cl)C=CC=C2)C2=CC=CC=C2 (3-Amino-1-(5-chloropyridin-2-yl)-5-phenyl-1H-benzo[e][1,4]diazepin-2(3H)-one), Intermediate 3A. Reaction SMILES: [O:1]=[C:2]1[N:8]([C:9]2[CH:14]=[CH:13][CH:12]=[CH:11][N:10]=2)[C:7]2[CH:15]=[CH:16][CH:17]=[CH:18][C:6]=2[C:5]([C:19]2[CH:24]=[CH:23][CH:22]=[CH:21][CH:20]=2)=[N:4][CH:3]1[NH:25]C(=O)OCC1C=CC=CC=1.[Cl:36]C1C=CC(I)=NC=1>>[NH2:25][CH:3]1[C:2](=[O:1])[N:8]([C:9]2[CH:14]=[CH:13][C:12]([Cl:36])=[CH:11][N:10]=2)[C:7]2[CH:15]=[CH:16][CH:17]=[CH:18][C:6]=2[C:5]([C:19]2[CH:24]=[CH:23][CH:22]=[CH:21][CH:20]=2)=[N:4]1. Procedure details: Intermediate 2A was prepared as described in Intermediate 1A using 5-chloro-2-iodopyridine. The racemate was purified by preparative SFC chromatography (Berger SFC MGII, CHIRALCEL® OJ-H 250×30 mm ID, 5 μm, 80/20 CO2/MeOH, 85 mL/min) to give Intermediate 3A. RT=3.44 min (H2O/CH3OH with TFA, CHROMOLITH® ODS S5 4.6×50 mm, gradient=3 min, wavelength=220 and 254 nm); MS(ES):m/z=497 [M+H+]. The reactants are C(C)(=O)C=1C(=NN(C1)CC(=O)NC1=C(C2=C(S1)CCCC2)C(=O)N)C(F)(F)F (2-(2-(4-acetyl-3-(trifluoromethyl)-1H-pyrazol-1-yl)acetamido)-4,5,6,7-tetrahydrobenzo[b]thiophene-3-carboxamide), C(#N)[BH3-].[Na+] (sodium cyanoborohydride), FCCN (2-fluoroethanamine). The solvent is CO (MeOH), CC(=O)O (AcOH). Reaction conditions: temperature 100 celsius. Product: FCCNC(C)C=1C(=NN(C1)CC(=O)NC1=C(C2=C(S1)CCCC2)C(=O)N)C(F)(F)F (2-(2-(4-(1-(2-fluoroethylamino)ethyl)-3-(trifluoromethyl)-1H-pyrazol-1-yl)acetamido)-4,5,6,7-tetrahydrobenzo[b]thiophene-3-carboxamide). Isolated yield 5.0%. Reaction SMILES: [F:1][CH2:2][CH2:3][NH2:4].[C:5]([C:8]1[C:9]([C:29]([F:32])([F:31])[F:30])=[N:10][N:11]([CH2:13][C:14]([NH:16][C:17]2[S:21][C:20]3[CH2:22][CH2:23][CH2:24][CH2:25][C:19]=3[C:18]=2[C:26]([NH2:28])=[O:27])=[O:15])[CH:12]=1)(=O)[CH3:6].C([BH3-])#N.[Na+]>CO.CC(O)=O>[F:1][CH2:2][CH2:3][NH:4][CH:5]([C:8]1[C:9]([C:29]([F:31])([F:32])[F:30])=[N:10][N:11]([CH2:13][C:14]([NH:16][C:17]2[S:21][C:20]3[CH2:22][CH2:23][CH2:24][CH2:25][C:19]=3[C:18]=2[C:26]([NH2:28])=[O:27])=[O:15])[CH:12]=1)[CH3:6] |f:2.3|. Procedure details: To a solution of 2-fluoroethanamine (107 mg, 1.689 mmol) in MeOH (1.5 mL), AcOH was added until the pH reached 5. 2-(2-(4-acetyl-3-(trifluoromethyl)-1H-pyrazol-1-yl)acetamido)-4,5,6,7-tetrahydrobenzo[b]thiophene-3-carboxamide (50 mg, 0.121 mmol) was added before the addition of sodium cyanoborohydride (7.58 mg, 0.121 mmol). The reaction was heated by microwave irradiation to 100° C. for 20 min. The reaction mixture was filtered before purification by preparative reverse phase HPLC. The product f... The reactants are FC=1C=C(C=CC1)NC1=NC=C(C(=N1)NCCC)C#CC(CCO)(C)C (5-(2-((3-fluorophenyl)amino)-4-(propylamino)pyrimidin-5-yl)-3,3-dimethyl-4-pentyn-1-ol), C1(C=2C(C(N1)=O)=CC=CC2)=O (phthalimide), C1(=CC=CC=C1)P(C1=CC=CC=C1)C1=CC=CC=C1 (triphenylphosphine), solution, N(=NC(=O)OC(C)C)C(=O)OC(C)C (diisopropyl azodicarboxylate). The solvent is O1CCCC1 (tetrahydrofuran), C1(=CC=CC=C1)C (toluene). Run at time 1 hour. Yields the product FC=1C=C(C=CC1)NC1=NC=C(C(=N1)NCCC)C#CC(CCN1C(C2=CC=CC=C2C1=O)=O)(C)C (2-(5-(2-((3-fluorophenyl)amino)-4-(propylamino)pyrimidin-5-yl)-3,3-dimethyl-4-pentyn-1-yl)isoindoline-1,3-dione). Yield: 126.3%. As a reaction SMILES: [F:1][C:2]1[CH:3]=[C:4]([NH:8][C:9]2[N:14]=[C:13]([NH:15][CH2:16][CH2:17][CH3:18])[C:12]([C:19]#[C:20][C:21]([CH3:26])([CH3:25])[CH2:22][CH2:23]O)=[CH:11][N:10]=2)[CH:5]=[CH:6][CH:7]=1.[C:27]1(=[O:37])[NH:31][C:30](=[O:32])[C:29]2=[CH:33][CH:34]=[CH:35][CH:36]=[C:28]12.C1(P(C2C=CC=CC=2)C2C=CC=CC=2)C=CC=CC=1.N(C(OC(C)C)=O)=NC(OC(C)C)=O>O1CCCC1.C1(C)C=CC=CC=1>[F:1][C:2]1[CH:3]=[C:4]([NH:8][C:9]2[N:14]=[C:13]([NH:15][CH2:16][CH2:17][CH3:18])[C:12]([C:19]#[C:20][C:21]([CH3:25])([CH3:26])[CH2:22][CH2:23][N:31]3[C:27](=[O:37])[C:28]4[C:29](=[CH:33][CH:34]=[CH:35][CH:36]=4)[C:30]3=[O:32])=[CH:11][N:10]=2)[CH:5]=[CH:6][CH:7]=1. Procedure details: To a solution of 5-(2-((3-fluorophenyl)amino)-4-(propylamino)pyrimidin-5-yl)-3,3-dimethyl-4-pentyn-1-ol (F15, 75 mg), phthalimide (93 mg) and triphenylphosphine (165 mg) in tetrahydrofuran (3.5 mL), a 1.9 mol/L solution of diisopropyl azodicarboxylate in toluene (332 μL) was added under ice cooling, and the mixture was stirred at room temperature for 1 hour. The solvent was evaporated under reduced pressure, and the obtained residue was purified by silica gel column chromatography (eluent, 92 to...